This data is from the Open Reaction Database (ORD), a public repository of structured organic reaction records. The task is: describe an organic reaction: reactants, conditions, products, and yield Reactants: C(Cl)(Cl)Cl (Chloroform), O (water), OCC=1C=C(OCC(=O)O)C=CC1 (3-(hydroxymethyl)phenoxyacetic acid), C(C)O (ethanol). The reagents and catalysts are S(O)(O)(=O)=O (sulphuric acid). Conditions: time 3 day. Yields the product OCC=1C=C(OCC(=O)OCC)C=CC1 (ethyl 3-(hydroxymethyl)phenoxyacetate). Reaction SMILES: [OH:1][CH2:2][C:3]1[CH:4]=[C:5]([CH:11]=[CH:12][CH:13]=1)[O:6][CH2:7][C:8]([OH:10])=[O:9].C(Cl)(Cl)Cl.O.[CH2:19](O)[CH3:20]>S(=O)(=O)(O)O>[OH:1][CH2:2][C:3]1[CH:4]=[C:5]([CH:11]=[CH:12][CH:13]=1)[O:6][CH2:7][C:8]([O:10][CH2:19][CH3:20])=[O:9]. Reported procedure: A solution of 3-(hydroxymethyl)phenoxyacetic acid (3.18 g.) in ethanol (30 ml.) was treated with concentrated sulphuric acid (10 drops) and allowed to stand for 3 days. Chloroform (100 ml.) and water (50 ml.) were then added. The organic phase was separated, washed sequentially with saturated aqueous sodium hydrogen carbonate solution (2×50 ml.), water (50 ml.) and saturated brine (50 ml.) and then dried (MgSO4) The dried solution was evaporated and the residue purified by flash column chromatog... Reactants: CCOC(=O)CBr, O=C([O-])[O-], CCP(=O)(O)c1cc(Oc2ccc(C(F)(F)F)cc2Cl)ccc1[N+](=O)[O-], CCC(C)=O, [K+], [K+]. Yields the product CCOC(=O)COP(=O)(CC)c1cc(Oc2ccc(C(F)(F)F)cc2Cl)ccc1[N+](=O)[O-]. As a reaction SMILES: [Br:27][CH2:28][C:29](=[O:30])[O:31][CH2:32][CH3:33].[C:34](=[O:35])([O-:36])[O-:37].[CH2:1]([CH3:2])[P:3]([OH:4])(=[O:5])[c:6]1[c:7]([N+:24](=[O:25])[O-:26])[cH:8][cH:9][c:10]([O:12][c:13]2[c:14]([Cl:23])[cH:15][c:16]([C:19]([F:20])([F:21])[F:22])[cH:17][cH:18]2)[cH:11]1.[CH3:40][C:41](=[O:42])[CH2:43][CH3:44].[K+:38].[K+:39]>>[CH2:1]([CH3:2])[P:3](=[O:4])([O:5][CH2:28][C:29](=[O:30])[O:31][CH2:32][CH3:33])[c:6]1[c:7]([N+:24](=[O:25])[O-:26])[cH:8][cH:9][c:10]([O:12][c:13]2[c:14]([Cl:23])[cH:15][c:16]([C:19]([F:20])([F:21])[F:22])[cH:17][cH:18]2)[cH:11]1. The reactants are stainless steel, C1=CC=C2C=CC=C3C4=CC=CC5=CC=CC(C1=C23)=C45.N4=CNC5=C4C=CC=C5 (BZP), C1=CC=C2C=CC=C3C4=CC=CC5=CC=CC(C1=C23)=C45.N4=CNC5=C4C=CC=C5 (BZP). Solvent: C1CCCCC1 (cyclohexane). Run at time 60 hour. The product is C1=CC=C2C=CC=C3C4=CC=CC5=CC=CC(C1=C23)=C45 (Perylene). Reaction SMILES: [CH:1]1[C:18]2=[C:19]3[C:8]([C:9]4[C:20]5[C:13](=[CH:14][CH:15]=[CH:16][C:17]2=5)[CH:12]=[CH:11][CH:10]=4)=[CH:7][CH:6]=[CH:5][C:4]3=[CH:3][CH:2]=1.N1C2C=CC=CC=2NC=1>C1CCCCC1>[CH:16]1[C:17]2=[C:20]3[C:9]([C:8]4[C:19]5[C:4](=[CH:3][CH:2]=[CH:1][C:18]2=5)[CH:5]=[CH:6][CH:7]=4)=[CH:10][CH:11]=[CH:12][C:13]3=[CH:14][CH:15]=1 |f:0.1|. Procedure: Instead of ball milling method as illustrated herein, the particle size reduction of benzimidazole perylene (BZP) photogenerating pigment in cyclohexane was accomplished in an attritor. Five (5) grams of sublimed benzimidazole perylene, obtained by the process as described in U.S. Pat. No. 5,225,307, was placed in an Union Process Model O1 attritor, which contained 180 milliliters of cyclohexane and 1.8 killigrams of 1/8 inch stainless steel balls. The attrition was accomplished at 300 rpm at a ... The reactants are BrC1=C(CO)C=C(C=C1)C(F)(F)F (2-Bromo-5-(trifluoromethyl)benzyl alcohol), C[N+]1(CCOCC1)[O-] (N-methylmorpholine-N-oxide). Reagents/catalysts: [Ru](=O)(=O)(=O)[O-].C(CC)[N+](CCC)(CCC)CCC (Tetrapropylammonium perruthenate). Solvent: CC#N (MeCN), C(Cl)Cl (CH2Cl2). Conditions: time 20 minute. The product is BrC1=C(C=O)C=C(C=C1)C(F)(F)F (2-Bromo-5-trifluoromethyl-benzaldehyde). Reaction SMILES: [Br:1][C:2]1[CH:9]=[CH:8][C:7]([C:10]([F:13])([F:12])[F:11])=[CH:6][C:3]=1[CH2:4][OH:5].C[N+]1([O-])CCOCC1>C(Cl)Cl.CC#N.[Ru]([O-])(=O)(=O)=O.C([N+](CCC)(CCC)CCC)CC>[Br:1][C:2]1[CH:9]=[CH:8][C:7]([C:10]([F:11])([F:12])[F:13])=[CH:6][C:3]=1[CH:4]=[O:5] |f:4.5|. Reported procedure: 2-Bromo-5-(trifluoromethyl)benzyl alcohol (2.216 g, 8.69 mmol) and N-methylmorpholine-N-oxide (2.051 g, 17.38 mmol) were combined in CH2Cl2 (44 mL) and MeCN (2.2 mL). Tetrapropylammonium perruthenate (0.311 g, 0.87 mmol) was added, and the reaction was stirred for 20 minutes at room temperature. Once no starting material was seen by analytical tlc, the mixture was concentrated, and the residue was purified by silica gel chromatography to give the title compound. Reactants: ClCCl, Cc1cccnc1C, O=C(OO)c1cccc(Cl)c1. Product: Cc1ccc[n+]([O-])c1C. As a reaction SMILES: [CH2:20]([Cl:21])[Cl:22].[CH3:1][c:2]1[n:3][cH:4][cH:5][cH:6][c:7]1[CH3:8].[Cl:9][c:10]1[cH:11][cH:12][cH:13][c:14]([C:15]([O:16][OH:18])=[O:17])[cH:19]1>>[CH3:1][c:2]1[n+:3]([O-:17])[cH:4][cH:5][cH:6][c:7]1[CH3:8]. Reaction SMILES: [Cl:1][C:2]1[CH:6]=[CH:5][S:4][C:3]=1[CH:7]=O.[N+:9]([CH2:12][CH3:13])([O-:11])=[O:10].C([O-])(=O)C.[NH4+].C(O)(=O)C>C(OC(=O)C)C>[Cl:1][C:2]1[CH:6]=[CH:5][S:4][C:3]=1/[CH:7]=[CH:13]/[CH2:12][N+:9]([O-:11])=[O:10] |f:2.3|. Conditions: temperature 90 celsius. Run in C(C)OC(C)=O (ethylacetate). The reactants are ClC1=C(SC=C1)C=O (3-chlorothiophene-2-carbaldehyde), [N+](=O)([O-])CC (nitroethane), C(C)(=O)[O-].[NH4+] (ammoniumacetate), C(C)(=O)O (acetic acid). Procedure: In a sulfonation flask, a mixture containing 11.7 g (0.08 mol) 3-chlorothiophene-2-carbaldehyde, 48 g (0.64 mol) nitroethane, 15.4 g (0.2 mol) ammoniumacetate and 160 ml acetic acid is heated at 90° C. for 5 hours. After cooling ethylacetate is added and the organic phase washed three times with water. The organic phase is dried over sodium sulphate and after filtration the organic solvent is distilled off in a water jet vacuum. The residue is purified by column chromatography over silicagel (el... Yields the product ClC1=C(SC=C1)\C=C\C[N+](=O)[O-] (3-chloro-2-((E)-nitropropenyl)thiophene). Reaction conditions: time 16 hour. Solvent: CN(C)C=O (DMF). Reported procedure: To a solution of 3-[(4-hydroxy)phenoxy]-2-(isopropyl)benzo[b]thiophene (1.71 g, 6.0 mmol) in 100 mL of anhydrous DMF is added finely ground anhydrous K2CO3 (8.30 g, 60 mmol) and 2-chloroethylpiperidine (1.54 g, 9.0 mmol). The resulting solution is stirred under N2 at room temperature for 16 h. The reaction is then partitioned between EtOAc and H2O. The layers are separated and the organic is washed several times with H2O. The organic is dried (Na2SO4) and concentrated in vacuo to an oil that is ... The product is N1(CCCCC1)CCOC1=CC=C(OC=2C3=C(SC2C(C)C)C=CC=C3)C=C1 (3-[4-[2-(1-piperidinyl)ethoxy]phenoxy]-2-(isopropyl]benzo[b]thiophene). Reaction SMILES: [OH:1][C:2]1[CH:20]=[CH:19][C:5]([O:6][C:7]2[C:8]3[CH:18]=[CH:17][CH:16]=[CH:15][C:9]=3[S:10][C:11]=2[CH:12]([CH3:14])[CH3:13])=[CH:4][CH:3]=1.C([O-])([O-])=O.[K+].[K+].Cl[CH2:28][CH2:29][N:30]1[CH2:35][CH2:34][CH2:33][CH2:32][CH2:31]1>CN(C=O)C>[N:30]1([CH2:29][CH2:28][O:1][C:2]2[CH:3]=[CH:4][C:5]([O:6][C:7]3[C:8]4[CH:18]=[CH:17][CH:16]=[CH:15][C:9]=4[S:10][C:11]=3[CH:12]([CH3:14])[CH3:13])=[CH:19][CH:20]=2)[CH2:35][CH2:34][CH2:33][CH2:32][CH2:31]1 |f:1.2.3|. Reactants: OC1=CC=C(OC=2C3=C(SC2C(C)C)C=CC=C3)C=C1 (3-[(4-hydroxy)phenoxy]-2-(isopropyl)benzo[b]thiophene), C(=O)([O-])[O-].[K+].[K+] (K2CO3), ClCCN1CCCCC1 (2-chloroethylpiperidine).